Dataset: the Open Reaction Database (ORD), a public repository of structured organic reaction records. Task: describe an organic reaction: reactants, conditions, products, and yield The reactants are CCOC(=O)c1cc(C)cnc1Br, Cl, [Na+], [OH-]. Product: Cc1cnc(Br)c(C(=O)O)c1. RXN SMILES: [Br:1][c:2]1[c:3]([C:4](=[O:5])[O:6][CH2:7][CH3:8])[cH:9][c:10]([CH3:13])[cH:11][n:12]1.[ClH:14].[Na+:16].[OH-:15]>>[Br:1][c:2]1[c:3]([C:4](=[O:5])[OH:6])[cH:9][c:10]([CH3:13])[cH:11][n:12]1. Starting materials: O=C(Cl)c1ccccc1, C#N, N#C[Na]. Product: N#CC(=O)c1ccccc1. Reaction SMILES: [C:1]([c:2]1[cH:3][cH:4][cH:5][cH:6][cH:7]1)(=[O:8])[Cl:9].[CH:10]#[N:11].[Na:12][C:13]#[N:14]>>[C:1]([c:2]1[cH:3][cH:4][cH:5][cH:6][cH:7]1)(=[O:8])[C:13]#[N:14].